Dataset: the Open Reaction Database (ORD), a public repository of structured organic reaction records. Task: describe an organic reaction: reactants, conditions, products, and yield Reactants: CCO, O=Cc1ccc(Cl)c(I)c1F, NO. Product: ON=Cc1ccc(Cl)c(I)c1F. Reaction SMILES: [CH3:14][CH2:15][OH:16].[Cl:1][c:2]1[c:3]([I:11])[c:4]([F:10])[c:5]([CH:6]=[O:7])[cH:8][cH:9]1.[NH2:12][OH:13]>>[Cl:1][c:2]1[c:3]([I:11])[c:4]([F:10])[c:5]([CH:6]=[N:12][OH:13])[cH:8][cH:9]1. Reactants: [C-]#N, CC[Al+]CC, CC1(C)Oc2cc3nonc3cc2C2OC21, Cc1ccccc1, [Na+], [OH-]. Reaction SMILES: [C-:17]#[N:18].[CH2:19]([Al+:20][CH2:21][CH3:22])[CH3:23].[CH3:1][C:2]1([CH3:16])[CH:3]2[CH:4]([c:5]3[c:6]([cH:7][c:8]4[c:9]([n:10][o:11][n:12]4)[cH:13]3)[O:14]1)[O:15]2.[CH3:26][c:27]1[cH:28][cH:29][cH:30][cH:31][cH:32]1.[Na+:25].[OH-:24]>>[CH3:1][C:2]1([CH3:16])[CH:3]=[C:4]([C:17]#[N:18])[c:5]2[c:6]([cH:7][c:8]3[c:9]([n:10][o:11][n:12]3)[cH:13]2)[O:14]1. The product is CC1(C)C=C(C#N)c2cc3nonc3cc2O1. The reactants are O=Cc1ccc(OCC=CBr)cc1, Cc1c(N)cccc1[N+](=O)[O-]. Product: Cc1c(NCc2ccc(OCC=CBr)cc2)cccc1[N+](=O)[O-]. Reaction SMILES: [Br:1][CH:2]=[CH:3][CH2:4][O:5][c:6]1[cH:7][cH:8][c:9]([CH:10]=[O:11])[cH:12][cH:13]1.[CH3:14][c:15]1[c:16]([NH2:17])[cH:18][cH:19][cH:20][c:21]1[N+:22](=[O:23])[O-:24]>>[Br:1][CH:2]=[CH:3][CH2:4][O:5][c:6]1[cH:7][cH:8][c:9]([CH2:10][NH:17][c:16]2[c:15]([CH3:14])[c:21]([N+:22](=[O:23])[O-:24])[cH:20][cH:19][cH:18]2)[cH:12][cH:13]1. Starting materials: O=C1C2=C(N=C3N1C=C(C=C3)C(=O)N)CCS2 (3,10-dihydro-10-oxo-1H-pyrido[1,2-a]thieno[3,2-d]pyrimidine-7-carboxamide), C1(=CC=C(C=C1)S(=O)(=O)Cl)C (p-toluenesulfonyl chloride), N1=CC=CC=C1 (pyridine). Run in CN(C=O)C (dimethylformamide), O (water). Reaction conditions: temperature 100 celsius, time 1 hour. Yields the product O=C1C2=C(N=C3N1C=C(C=C3)C#N)CCS2 (3,10-Dihydro-10-oxo-1H-pyrido[1,2-a]thieno[3,2-d]pyrimidine-7-carbonitrile). Reaction SMILES: [O:1]=[C:2]1[N:7]2[CH:8]=[C:9]([C:12]([NH2:14])=O)[CH:10]=[CH:11][C:6]2=[N:5][C:4]2[CH2:15][CH2:16][S:17][C:3]1=2.C1(C)C=CC(S(Cl)(=O)=O)=CC=1.N1C=CC=CC=1>CN(C)C=O.O>[O:1]=[C:2]1[N:7]2[CH:8]=[C:9]([C:12]#[N:14])[CH:10]=[CH:11][C:6]2=[N:5][C:4]2[CH2:15][CH2:16][S:17][C:3]1=2. Reported procedure: A mixture of 3,10-dihydro-10-oxo-1H-pyrido[1,2-a]thieno[3,2-d]pyrimidine-7-carboxamide (1.7 g., 0.007 mol), p-toluenesulfonyl chloride (2.0 g., 0.01 mol) and pyridine (1.7 ml, 0.021 mol) in dimethylformamide (30 ml) is heated at 100° C. under nitrogen for 40 minutes. The reaction mixture is cooled and diluted with water (15 ml). The resulting aqueous solution is stirred for one hour. The precipitate is filtered off, washed with water and sucked dry. Recrystallization from methanol gives the prod... The reactants are CN1CCCN(C)C1=O, CON(C)C(=O)Cc1ccc(C(=O)OC(C)(C)C)cc1, CC(C)[N-]C(C)C, [Cl-], ICC1CCOCC1, [Li+], [NH4+], C1CCOC1. Yields the product CON(C)C(=O)C(CC1CCOCC1)c1ccc(C(=O)OC(C)(C)C)cc1. RXN SMILES: [CH3:44][N:45]1[CH2:46][CH2:47][CH2:48][N:49]([CH3:50])[C:51]1=[O:52].[CH3:9][O:10][N:11]([C:12]([CH2:13][c:14]1[cH:15][cH:16][c:17]([C:18](=[O:19])[O:20][C:21]([CH3:22])([CH3:23])[CH3:24])[cH:25][cH:26]1)=[O:27])[CH3:28].[CH:1]([N-:2][CH:3]([CH3:4])[CH3:5])([CH3:6])[CH3:7].[Cl-:37].[I:29][CH2:30][CH:31]1[CH2:32][CH2:33][O:34][CH2:35][CH2:36]1.[Li+:8].[NH4+:38].[O:39]1[CH2:40][CH2:41][CH2:42][CH2:43]1>>[CH3:9][O:10][N:11]([C:12]([CH:13]([c:14]1[cH:15][cH:16][c:17]([C:18](=[O:19])[O:20][C:21]([CH3:22])([CH3:23])[CH3:24])[cH:25][cH:26]1)[CH2:30][CH:31]1[CH2:32][CH2:33][O:34][CH2:35][CH2:36]1)=[O:27])[CH3:28]. Reactants: Cl.N1C[C@@H](CCC1)NC(=O)C1=CNC2=C1N=CN=C2C2=C(C=C(C(=C2)F)OC)OCC2CC2 (4-(2-cyclopropylmethoxy-5-fluoro-4-methoxy-phenyl)-5H-pyrrolo[3,2-d]pyrimidine-7-carboxylic acid (R)-piperidin-3-ylamide hydrochloride), COCC(=O)Cl (methoxy-acetyl chloride). Yields the product COCC(=O)N1C[C@@H](CCC1)NC(=O)C1=CNC2=C1N=CN=C2C2=C(C=C(C(=C2)F)OC)OCC2CC2 (4-(2-Cyclopropylmethoxy-5-fluoro-4-methoxy-phenyl)-5H-pyrrolo[3,2-d]pyrimidine-7-carboxylic acid [(R)-1-(2-methoxy-ethanoyl)-piperidin-3-yl]amide). RXN SMILES: Cl.[NH:2]1[CH2:7][CH2:6][CH2:5][C@@H:4]([NH:8][C:9]([C:11]2[C:15]3[N:16]=[CH:17][N:18]=[C:19]([C:20]4[CH:25]=[C:24]([F:26])[C:23]([O:27][CH3:28])=[CH:22][C:21]=4[O:29][CH2:30][CH:31]4[CH2:33][CH2:32]4)[C:14]=3[NH:13][CH:12]=2)=[O:10])[CH2:3]1.[CH3:34][O:35][CH2:36][C:37](Cl)=[O:38]>>[CH3:34][O:35][CH2:36][C:37]([N:2]1[CH2:7][CH2:6][CH2:5][C@@H:4]([NH:8][C:9]([C:11]2[C:15]3[N:16]=[CH:17][N:18]=[C:19]([C:20]4[CH:25]=[C:24]([F:26])[C:23]([O:27][CH3:28])=[CH:22][C:21]=4[O:29][CH2:30][CH:31]4[CH2:32][CH2:33]4)[C:14]=3[NH:13][CH:12]=2)=[O:10])[CH2:3]1)=[O:38] |f:0.1|. Procedure: Starting from 4-(2-cyclopropylmethoxy-5-fluoro-4-methoxy-phenyl)-5H-pyrrolo[3,2-d]pyrimidine-7-carboxylic acid (R)-piperidin-3-ylamide hydrochloride (example A167) and methoxy-acetyl chloride the title compound is obtained as colorless solid. Starting materials: ClC1=CC=C(C=C1)C1CCCC(=O)O1 (5-(4-chlorophenyl)-δ-valerolactone), NC1=CC=CC=C1 (aniline), C1(=CC=C(C=C1)S(=O)(=O)O)C (p-toluenesulfonic acid). Solvent: C=1(C(=CC=CC1)C)C (xylene). The product is ClC1=CC=C(C=C1)C1CCCC(N1C1=CC=CC=C1)=O (6-(4-chlorophenyl)-1-phenyl-2-piperidone). Isolated yield 22.1%. As a reaction SMILES: [Cl:1][C:2]1[CH:7]=[CH:6][C:5]([CH:8]2[O:14][C:12](=O)[CH2:11][CH2:10][CH2:9]2)=[CH:4][CH:3]=1.[NH2:15][C:16]1[CH:21]=[CH:20][CH:19]=[CH:18][CH:17]=1.C1(C)C=CC(S(O)(=O)=O)=CC=1>C1(C)C(C)=CC=CC=1>[Cl:1][C:2]1[CH:3]=[CH:4][C:5]([CH:8]2[N:15]([C:16]3[CH:21]=[CH:20][CH:19]=[CH:18][CH:17]=3)[C:12](=[O:14])[CH2:11][CH2:10][CH2:9]2)=[CH:6][CH:7]=1. Reported procedure: A mixture of 200 mg of 5-(4-chlorophenyl)-δ-valerolactone, 0.5 g of aniline, 20 mg of p-toluenesulfonic acid and 10 ml of xylene was refluxed for 6 hours. After removal of solvent, the residue was extracted with ethyl acetate. The extract was washed with diluted hydrochloric acid and a saturated aqueous sodium chloride solution and dried. After removal of the solvent, the residue was purified, by silica gel thin layer chromatography (solvent; chloroform:methanol=10:1) to give 60 mg of 6-(4-chlor... The reactants are FC1=C(C=CC(=C1)F)C1=CC(=CC(=C1)S(=O)(=O)C)C(=O)OC(C)(C)C (tert-butyl 2′,4′-difluoro-5-(methylsulfonyl)biphenyl-3-carboxylate), FC(C(=O)O)(F)F (trifluoroacetic acid). The solvent is ClCCl (dichloromethane). Reaction conditions: time 30 minute. The product is FC1=C(C=CC(=C1)F)C1=CC(=CC(=C1)S(=O)(=O)C)C(=O)O (2′,4′-difluoro-5-(methylsulfonyl)biphenyl-3-carboxylic acid). RXN SMILES: [F:1][C:2]1[CH:7]=[C:6]([F:8])[CH:5]=[CH:4][C:3]=1[C:9]1[CH:14]=[C:13]([S:15]([CH3:18])(=[O:17])=[O:16])[CH:12]=[C:11]([C:19]([O:21]C(C)(C)C)=[O:20])[CH:10]=1.FC(F)(F)C(O)=O>ClCCl>[F:1][C:2]1[CH:7]=[C:6]([F:8])[CH:5]=[CH:4][C:3]=1[C:9]1[CH:14]=[C:13]([S:15]([CH3:18])(=[O:16])=[O:17])[CH:12]=[C:11]([C:19]([OH:21])=[O:20])[CH:10]=1. Reported procedure: To a solution of tert-butyl 2′,4′-difluoro-5-(methylsulfonyl)biphenyl-3-carboxylate (77 mg, 0.21 mmol) in dichloromethane (1.05 mL) was added trifluoroacetic acid (1.05 mL). The mixture was stirred at ambient temperature for 30 min. The mixture was concentrated to dryness to give the title compound. Starting materials: Brc1ccc2c(c1)CCN2, ClCCl, O=[N+]([O-])c1ccccc1F, Cc1ccccc1C, Cc1cc(C)nc(C)c1. Yields the product O=[N+]([O-])c1ccccc1N1CCc2cc(Br)ccc21. RXN SMILES: [Br:1][c:2]1[cH:3][c:4]2[c:8]([cH:9][cH:10]1)[NH:7][CH2:6][CH2:5]2.[Cl:30][CH2:31][Cl:32].[F:20][c:21]1[c:22]([N+:27](=[O:28])[O-:29])[cH:23][cH:24][cH:25][cH:26]1.[c:33]1([CH3:34])[c:35]([CH3:36])[cH:37][cH:38][cH:39][cH:40]1.[n:11]1[c:12]([CH3:13])[cH:14][c:15]([CH3:16])[cH:17][c:18]1[CH3:19]>>[Br:1][c:2]1[cH:3][c:4]2[c:8]([cH:9][cH:10]1)[N:7]([c:21]1[c:22]([N+:27](=[O:28])[O-:29])[cH:23][cH:24][cH:25][cH:26]1)[CH2:6][CH2:5]2. Starting materials: CC=1C=C(C=CC1C(F)(F)F)[C@@H]1N(CC[C@@H](C1)C1=CC(NO1)=O)C(=O)OC ((2R,4S)-Methyl 2-(3-methyl-4-(trifluoromethyl)phenyl)-4-(3-oxo-2,3-dihydroisoxazol-5-yl)-piperidine-1-carboxylate), Br (HBr). Run at time 8 hour. Yields the product CC=1C=C(C=CC1C(F)(F)F)[C@@H]1NCC[C@@H](C1)C1=CC(NO1)=O (5-((2R,4S)-2-(3-methyl-4-(trifluoromethyl)phenyl)piperidin-4-yl)isoxazol-3(2H)-one). Isolated yield 54.6%. RXN SMILES: [CH3:1][C:2]1[CH:3]=[C:4]([C@H:12]2[CH2:17][C@@H:16]([C:18]3[O:22][NH:21][C:20](=[O:23])[CH:19]=3)[CH2:15][CH2:14][N:13]2C(OC)=O)[CH:5]=[CH:6][C:7]=1[C:8]([F:11])([F:10])[F:9].Br>>[CH3:1][C:2]1[CH:3]=[C:4]([C@H:12]2[CH2:17][C@@H:16]([C:18]3[O:22][NH:21][C:20](=[O:23])[CH:19]=3)[CH2:15][CH2:14][NH:13]2)[CH:5]=[CH:6][C:7]=1[C:8]([F:9])([F:10])[F:11]. Reported procedure: (2R,4S)-Methyl 2-(3-methyl-4-(trifluoromethyl)phenyl)-4-(3-oxo-2,3-dihydroisoxazol-5-yl)-piperidine-1-carboxylate (0.177 g, 0.46 mmol) was dissolved in HBr (33% in acetic acid, 5.6 g, 22.84 mmol) and the mixture was stirred at room temperature overnight. The solvent was evaporated and the residue purified by preparative HPLC (Instrument: FractionLynx II, Mobilphase: gradient 5-95% MeCN in 0.2% NH3, pH 10, Column: Xbridge Prep C18 5 μm OBD 19*150 mm) to yield 5-((2R,4S)-2-(3-methyl-4-(trifluorome...